From a dataset of the Open Reaction Database (ORD), a public repository of structured organic reaction records. describe an organic reaction: reactants, conditions, products, and yield Product: CC(C)(C)OC(=O)NCC#CC(=O)c1oc(-c2ccccc2)nc1-c1ccccc1. Reaction SMILES: [C:1](=[O:2])([O:3][C:4]([CH3:5])([CH3:6])[CH3:7])[NH:8][CH2:9][C:10]#[CH:11].[CH2:40]1[O:41][CH2:42][CH2:43][CH2:44]1.[CH3:12][CH2:13][CH2:14][CH2:15][Li:16].[CH3:17][O:18][N:19]([C:20](=[O:21])[c:22]1[c:23](-[c:33]2[cH:34][cH:35][cH:36][cH:37][cH:38]2)[n:24][c:25](-[c:27]2[cH:28][cH:29][cH:30][cH:31][cH:32]2)[o:26]1)[CH3:39]>>[C:1](=[O:2])([O:3][C:4]([CH3:5])([CH3:6])[CH3:7])[NH:8][CH2:9][C:10]#[C:11][C:20](=[O:21])[c:22]1[c:23](-[c:33]2[cH:34][cH:35][cH:36][cH:37][cH:38]2)[n:24][c:25](-[c:27]2[cH:28][cH:29][cH:30][cH:31][cH:32]2)[o:26]1. The reactants are C#CCNC(=O)OC(C)(C)C, C1CCOC1, [Li]CCCC, CON(C)C(=O)c1oc(-c2ccccc2)nc1-c1ccccc1.